This data is from the Open Reaction Database (ORD), a public repository of structured organic reaction records. The task is: describe an organic reaction: reactants, conditions, products, and yield Reactants: CO, CS(=O)(=O)CCN(CCCCON=C1C=Cc2ncnc(Nc3ccc(OCc4cccc(F)c4)c(Cl)c3)c2C1)C(=O)C(F)(F)F, [Na+], C1CCOC1, [OH-]. Yields the product CS(=O)(=O)CCNCCCCON=C1C=Cc2ncnc(Nc3ccc(OCc4cccc(F)c4)c(Cl)c3)c2C1. Reaction SMILES: [CH3:54][OH:55].[Cl:1][c:2]1[cH:3][c:4]([NH:17][c:18]2[n:19][cH:20][n:21][c:22]3[c:27]2[CH2:26][C:25](=[N:28][O:29][CH2:30][CH2:31][CH2:32][CH2:33][N:34]([C:35](=[O:36])[C:37]([F:38])([F:39])[F:40])[CH2:41][CH2:42][S:43](=[O:44])(=[O:45])[CH3:46])[CH:24]=[CH:23]3)[cH:5][cH:6][c:7]1[O:8][CH2:9][c:10]1[cH:11][c:12]([F:16])[cH:13][cH:14][cH:15]1.[Na+:48].[O:49]1[CH2:50][CH2:51][CH2:52][CH2:53]1.[OH-:47]>>[Cl:1][c:2]1[cH:3][c:4]([NH:17][c:18]2[n:19][cH:20][n:21][c:22]3[c:27]2[CH2:26][C:25](=[N:28][O:29][CH2:30][CH2:31][CH2:32][CH2:33][NH:34][CH2:41][CH2:42][S:43](=[O:44])(=[O:45])[CH3:46])[CH:24]=[CH:23]3)[cH:5][cH:6][c:7]1[O:8][CH2:9][c:10]1[cH:11][c:12]([F:16])[cH:13][cH:14][cH:15]1. Yields the product C1(CC1)[C@@](CNC(C1=C(N=C(C(=C1)C1=CC(=C(C=C1)Cl)Cl)OCC(F)(F)F)C(F)(F)F)=O)(C)O (N-((R)-2-Cyclopropyl-2-hydroxy-propyl)-5-(3,4-dichloro-phenyl)-6-(2,2,2-trifluoro-ethoxy)-2-trifluoromethyl-nicotinamide). Procedure details: The title compound was synthesized in analogy to Example 1d, using 5-bromo-N-((R)-2-cyclopropyl-2-hydroxy-propyl)-6-(2,2,2-trifluoro-ethoxy)-2-trifluoromethyl-nicotinamide and 3,4-dichlorophenylboronic acid as starting materials, MS (ISP) 531.0 (M+H)+. Reaction SMILES: Br[C:2]1[C:3]([O:22][CH2:23][C:24]([F:27])([F:26])[F:25])=[N:4][C:5]([C:18]([F:21])([F:20])[F:19])=[C:6]([CH:17]=1)[C:7]([NH:9][CH2:10][C@@:11]([CH:14]1[CH2:16][CH2:15]1)([OH:13])[CH3:12])=[O:8].[Cl:28][C:29]1[CH:30]=[C:31](B(O)O)[CH:32]=[CH:33][C:34]=1[Cl:35]>>[CH:14]1([C@:11]([OH:13])([CH3:12])[CH2:10][NH:9][C:7](=[O:8])[C:6]2[CH:17]=[C:2]([C:32]3[CH:31]=[CH:30][C:29]([Cl:28])=[C:34]([Cl:35])[CH:33]=3)[C:3]([O:22][CH2:23][C:24]([F:27])([F:26])[F:25])=[N:4][C:5]=2[C:18]([F:21])([F:20])[F:19])[CH2:16][CH2:15]1. Reactants: BrC=1C(=NC(=C(C(=O)NC[C@](C)(O)C2CC2)C1)C(F)(F)F)OCC(F)(F)F (5-bromo-N-((R)-2-cyclopropyl-2-hydroxy-propyl)-6-(2,2,2-trifluoro-ethoxy)-2-trifluoromethyl-nicotinamide), ClC=1C=C(C=CC1Cl)B(O)O (3,4-dichlorophenylboronic acid).